Dataset: the Open Reaction Database (ORD), a public repository of structured organic reaction records. Task: describe an organic reaction: reactants, conditions, products, and yield Starting materials: [Al+3], C1CCOC1, O=Cc1ccc2c(CCCCN3CCC4=C(CCc5ccccc54)C3)c[nH]c2c1, [H-], [H-], [H-], [H-], [Li+], [Na+], [OH-]. The product is OCc1ccc2c(CCCCN3CCC4=C(CCc5ccccc54)C3)c[nH]c2c1. RXN SMILES: [Al+3:31].[CH2:38]1[O:39][CH2:40][CH2:41][CH2:42]1.[CH:1](=[O:2])[c:3]1[cH:4][cH:5][c:6]2[c:7]([CH2:12][CH2:13][CH2:14][CH2:15][N:16]3[CH2:17][C:18]4=[C:23]([c:22]5[c:21]([cH:29][cH:28][cH:27][cH:26]5)[CH2:20][CH2:19]4)[CH2:24][CH2:25]3)[cH:8][nH:9][c:10]2[cH:11]1.[H-:30].[H-:33].[H-:34].[H-:35].[Li+:32].[Na+:37].[OH-:36]>>[CH2:1]([OH:2])[c:3]1[cH:4][cH:5][c:6]2[c:7]([CH2:12][CH2:13][CH2:14][CH2:15][N:16]3[CH2:17][C:18]4=[C:23]([c:22]5[c:21]([cH:29][cH:28][cH:27][cH:26]5)[CH2:20][CH2:19]4)[CH2:24][CH2:25]3)[cH:8][nH:9][c:10]2[cH:11]1. Reactants: COc1ccc2c(c1)CCC(N)C2, [H-], [Na+], O=C1OC(=O)c2ccccc21, CN(C)C=O, O. Product: COc1ccc2c(c1)CCC(N1C(=O)c3ccccc3C1=O)C2. RXN SMILES: [CH3:3][O:4][c:5]1[cH:6][c:7]2[c:12]([cH:13][cH:14]1)[CH2:11][CH:10]([NH2:15])[CH2:9][CH2:8]2.[H-:2].[Na+:1].[O:16]=[C:17]1[O:18][C:19](=[O:20])[c:21]2[cH:22][cH:23][cH:24][cH:25][c:26]21.[O:27]=[CH:28][N:29]([CH3:30])[CH3:31].[OH2:32]>>[CH3:3][O:4][c:5]1[cH:6][c:7]2[c:12]([cH:13][cH:14]1)[CH2:11][CH:10]([N:15]1[C:17](=[O:16])[c:26]3[c:21]([cH:22][cH:23][cH:24][cH:25]3)[C:19]1=[O:18])[CH2:9][CH2:8]2.